Dataset: the Open Reaction Database (ORD), a public repository of structured organic reaction records. Task: describe an organic reaction: reactants, conditions, products, and yield The reactants are O=C([O-])O, OCCO, CC1C(=O)CCCC1S(=O)(=O)c1ccccc1, [Na+], Cc1ccc(S(=O)(=O)O)cc1, c1ccccc1. The product is CC1C(S(=O)(=O)c2ccccc2)CCCC12OCCO2. As a reaction SMILES: [C:33](=[O:34])([OH:35])[O-:36].[CH2:18]([CH2:19][OH:20])[OH:21].[CH3:1][CH:2]1[C:3](=[O:17])[CH2:4][CH2:5][CH2:6][CH:7]1[S:8](=[O:9])(=[O:10])[c:11]1[cH:12][cH:13][cH:14][cH:15][cH:16]1.[Na+:37].[c:22]1([CH3:23])[cH:24][cH:25][c:26]([S:27]([OH:28])(=[O:29])=[O:30])[cH:31][cH:32]1.[cH:38]1[cH:39][cH:40][cH:41][cH:42][cH:43]1>>[CH3:1][CH:2]1[C:3]2([CH2:4][CH2:5][CH2:6][CH:7]1[S:8](=[O:9])(=[O:10])[c:11]1[cH:12][cH:13][cH:14][cH:15][cH:16]1)[O:17][CH2:18][CH2:19][O:20]2. The reactants are C=O, O=CO, CNC1Cc2ccccc2C(c2ccc(Cl)c(Cl)c2)C1, [K+], [OH-]. Product: CN(C)C1Cc2ccccc2C(c2ccc(Cl)c(Cl)c2)C1. Reaction SMILES: [CH2:21]=[O:22].[CH:25]([OH:26])=[O:27].[Cl:1][c:2]1[cH:3][c:4]([CH:9]2[CH2:10][CH:11]([NH:19][CH3:20])[CH2:12][c:13]3[cH:14][cH:15][cH:16][cH:17][c:18]32)[cH:5][cH:6][c:7]1[Cl:8].[K+:24].[OH-:23]>>[Cl:1][c:2]1[cH:3][c:4]([CH:9]2[CH2:10][CH:11]([N:19]([CH3:20])[CH3:21])[CH2:12][c:13]3[cH:14][cH:15][cH:16][cH:17][c:18]32)[cH:5][cH:6][c:7]1[Cl:8]. The reactants are CC(C)(C)c1ccc(CC#N)cc1, CN(C)C=O, CCOC(=S)Cl, O=C(Cl)c1ccccc1C(F)(F)F, [H-], [Na+], O. Product: CCOC(=S)OC(=C(C#N)c1ccc(C(C)(C)C)cc1)c1ccccc1C(F)(F)F. As a reaction SMILES: [C:1]([CH3:2])([CH3:3])([CH3:4])[c:5]1[cH:6][cH:7][c:8]([CH2:9][C:10]#[N:11])[cH:12][cH:13]1.[CH3:36][N:37]([CH3:38])[CH:39]=[O:40].[Cl:29][C:30](=[S:31])[O:32][CH2:33][CH3:34].[F:14][C:15]([c:16]1[c:17]([C:18](=[O:19])[Cl:20])[cH:21][cH:22][cH:23][cH:24]1)([F:25])[F:26].[H-:27].[Na+:28].[OH2:35]>>[C:1]([CH3:2])([CH3:3])([CH3:4])[c:5]1[cH:6][cH:7][c:8]([C:9]([C:10]#[N:11])=[C:18]([c:17]2[c:16]([C:15]([F:14])([F:25])[F:26])[cH:24][cH:23][cH:22][cH:21]2)[O:19][C:30](=[S:31])[O:32][CH2:33][CH3:34])[cH:12][cH:13]1. Starting materials: ClC=1C=C(C=CC1)[C@](CCC)(OCCOS(=O)(=O)C)[C@H]1CN(CCC1)C(=O)OC(C)(C)C ((R)-tert-butyl 3-((R)-1-(3-chlorophenyl)-1-(2-(methylsulfonyloxy)ethoxy)butyl)piperidine-1-carboxylate), CN(C)C=O (DMF), [N-]=[N+]=[N-].[Na+] (NaN3). Run in C(C)(=O)OCC (ethyl acetate), O (water). Run at temperature 70 celsius. The product is N(=[N+]=[N-])CCO[C@@](CCC)(C1=CC(=CC=C1)Cl)[C@H]1CN(CCC1)C(=O)OC(C)(C)C ((R)-tert-butyl 3-((R)-1-(2-azidoethoxy)-1-(3-chlorophenyl)butyl)piperidine-1-carboxylate). Yield: 99.3%. As a reaction SMILES: [Cl:1][C:2]1[CH:3]=[C:4]([C@@:8]([C@@H:20]2[CH2:25][CH2:24][CH2:23][N:22]([C:26]([O:28][C:29]([CH3:32])([CH3:31])[CH3:30])=[O:27])[CH2:21]2)([O:12][CH2:13][CH2:14]OS(C)(=O)=O)[CH2:9][CH2:10][CH3:11])[CH:5]=[CH:6][CH:7]=1.CN(C=O)C.[N-:38]=[N+:39]=[N-:40].[Na+]>C(OCC)(=O)C.O>[N:38]([CH2:14][CH2:13][O:12][C@:8]([C@@H:20]1[CH2:25][CH2:24][CH2:23][N:22]([C:26]([O:28][C:29]([CH3:32])([CH3:31])[CH3:30])=[O:27])[CH2:21]1)([C:4]1[CH:5]=[CH:6][CH:7]=[C:2]([Cl:1])[CH:3]=1)[CH2:9][CH2:10][CH3:11])=[N+:39]=[N-:40] |f:2.3|. Procedure: (R)-tert-butyl 3-((R)-1-(3-chlorophenyl)-1-(2-(methylsulfonyloxy)ethoxy)butyl)piperidine-1-carboxylate (900 mg, 1.82 mmol) was dissolved into anhydrous DMF (15 mL), solid NaN3 (230 mg, 3.51 mmol) was added and the reaction mixture was heated to 70° C. overnight. The reaction mixture was cooled to rt and then was diluted with ethyl acetate (110 mL), and water (30 mL), the organic phase was washed with water (3×20 mL), dried over Na2SO4 and evaporated to give (R)-tert-butyl 3-((R)-1-(2-azidoethoxy... Starting materials: O=C(OC1CC(c2ccccc2)C1)c1ccccc1, CO, [Li+], [OH-]. Product: OC1CC(c2ccccc2)C1. As a reaction SMILES: [C:1](=[O:2])([c:3]1[cH:4][cH:5][cH:6][cH:7][cH:8]1)[O:9][CH:10]1[CH2:11][CH:12]([c:14]2[cH:15][cH:16][cH:17][cH:18][cH:19]2)[CH2:13]1.[CH3:22][OH:23].[Li+:21].[OH-:20]>>[OH:9][CH:10]1[CH2:11][CH:12]([c:14]2[cH:15][cH:16][cH:17][cH:18][cH:19]2)[CH2:13]1. Reactants: CN1C(N(C(=C(C1=O)C1=CC=NN1C1=CC=C(C#N)C=C1)C)C1=CC(=CC=C1)C(F)(F)F)=O (4-[5-[3,6-dimethyl-2,4-dioxo-1-(3-trifluoromethylphenyl)-1,2,3,4-tetrahydropyrimidin-5-yl]-1H-pyrazol-1-yl]benzonitrile), C(C)(=O)O (acetic acid), [Se](=O)=O (selenium dioxide). The solvent is O1CCOCC1 (dioxane). Product: OCC1=C(C(N(C(N1C1=CC(=CC=C1)C(F)(F)F)=O)C)=O)C1=CC=NN1C1=CC=C(C#N)C=C1 (4-(5-(6-(Hydroxymethyl)-3-methyl-2,4-dioxo-1-(3-(trifluoromethyl)phenyl)-1,2,3,4-tetrahydropyrimidin-5-yl)-1H-pyrazol-1-yl)benzonitrile). Reaction SMILES: [CH3:1][N:2]1[C:7](=[O:8])[C:6]([C:9]2[N:13]([C:14]3[CH:21]=[CH:20][C:17]([C:18]#[N:19])=[CH:16][CH:15]=3)[N:12]=[CH:11][CH:10]=2)=[C:5]([CH3:22])[N:4]([C:23]2[CH:28]=[CH:27][CH:26]=[C:25]([C:29]([F:32])([F:31])[F:30])[CH:24]=2)[C:3]1=[O:33].C(O)(=[O:36])C.[Se](=O)=O>O1CCOCC1>[OH:36][CH2:22][C:5]1[N:4]([C:23]2[CH:28]=[CH:27][CH:26]=[C:25]([C:29]([F:30])([F:31])[F:32])[CH:24]=2)[C:3](=[O:33])[N:2]([CH3:1])[C:7](=[O:8])[C:6]=1[C:9]1[N:13]([C:14]2[CH:15]=[CH:16][C:17]([C:18]#[N:19])=[CH:20][CH:21]=2)[N:12]=[CH:11][CH:10]=1. Reported procedure: To a solution of 4-[5-[3,6-dimethyl-2,4-dioxo-1-(3-trifluoromethylphenyl)-1,2,3,4-tetrahydropyrimidin-5-yl]-1H-pyrazol-1-yl]benzonitrile (prepared in Example 1) (50.0 mg) in dioxane (1.0 ml) were added acetic acid (0.5 ml) and selenium dioxide (74.0 mg) and the resulting mixture was stirred with heating under reflux for six hours. The reaction mixture was concentrated under reduced pressure and the residue was purified by silica gel column chromatography (eluent: hexane/ethyl acetate) to afford ... Reactants: Cl.N(N)C=1C=CC2=C(C(=CS2)C2=CC=CC=C2)C1 (5-hydrazino-3-phenylbenzothiophene hydrochloride), C(CC)N1CCC(CC1)=O (1-propyl-4-piperidone), Cl (hydrogen chloride). Solvent: C(C)(C)O (isopropanol). Yields the product C(CC)N1CC2=C(NC3=CC=C4C(=C23)C(=CS4)C4=CC=CC=C4)CC1 (9-Propyl-1-phenyl-7,8,9,10-tetrahydrothieno[3,2-e]pyrido[4,3-b]indole). RXN SMILES: Cl.[NH:2]([C:4]1[CH:5]=[CH:6][C:7]2[S:11][CH:10]=[C:9]([C:12]3[CH:17]=[CH:16][CH:15]=[CH:14][CH:13]=3)[C:8]=2[CH:18]=1)N.[CH2:19]([N:22]1[CH2:27][CH2:26][C:25](=O)[CH2:24][CH2:23]1)[CH2:20][CH3:21].Cl>C(O)(C)C>[CH2:19]([N:22]1[CH2:27][CH2:26][C:25]2[NH:2][C:4]3[C:18]([C:24]=2[CH2:23]1)=[C:8]1[C:9]([C:12]2[CH:17]=[CH:16][CH:15]=[CH:14][CH:13]=2)=[CH:10][S:11][C:7]1=[CH:6][CH:5]=3)[CH2:20][CH3:21] |f:0.1|. Reported procedure: The compound is formed analogously to that described in Example 40, from 13.8 g of 5-hydrazino-3-phenylbenzothiophene hydrochloride and 7.5 g of 1-propyl-4-piperidone by boiling the starting materials in 120 ml of isopropanol containing hydrogen chloride for 4 hours. Melting point: 187°-188° C. Starting materials: C(=O)(OC(C)(C)C)N1CC(C1)=O (1-Boc-3-azetidinone), FC1=CC=C(C=C1)[Mg]Br (4-Fluorophenylmagnesiumbromide). Product: FC1=CC=C(C=C1)C1(CN(C1)C(=O)OC(C)(C)C)O (tert-butyl 3-(4-fluorophenyl)-3-hydroxyazetidine-1-carboxylate). The yield is 110.7%. RXN SMILES: [C:1]([N:8]1[CH2:11][C:10](=[O:12])[CH2:9]1)([O:3][C:4]([CH3:7])([CH3:6])[CH3:5])=[O:2].[F:13][C:14]1[CH:19]=[CH:18][C:17]([Mg]Br)=[CH:16][CH:15]=1>>[F:13][C:14]1[CH:19]=[CH:18][C:17]([C:10]2([OH:12])[CH2:11][N:8]([C:1]([O:3][C:4]([CH3:7])([CH3:6])[CH3:5])=[O:2])[CH2:9]2)=[CH:16][CH:15]=1. Procedure: The title compound (D29) (819.5 mg) was prepared according to the experimental procedure described in Description 28 starting from 1-Boc-3-azetidinone (500 mg, 2.77 mmol) and 4-Fluorophenylmagnesiumbromide (2M in diethylether) (1.67 ml, 3.33 mmol)). Procedure: Crude tert-butyl (((tert-butoxycarbonyl)imino)(5-(2-fluoro-6-(2H-1,2,3-triazol-2-yl)benzoyl)hexahydropyrrolo[3,4-c]pyrrol-2(1H)-yl)methyl)carbamate was dissolved in dioxin (8 mL) and TFA (3 mL) was added and the reaction was stirred at room temperature overnight to form crude 5-(2-fluoro-6-(2H-1,2,3-triazol-2-yl)benzoyl)hexahydropyrrolo[3,4-c]pyrrole-2(1H)-carboximidamide (214 mg) as a TFA salt which was used directly in Step C. Yields the product FC1=C(C(=O)N2CC3C(C2)CN(C3)C(N)=N)C(=CC=C1)N1N=CC=N1 (5-(2-fluoro-6-(2H-1,2,3-triazol-2-yl)benzoyl)hexahydropyrrolo[3,4-c]pyrrole-2(1H)-carboximidamide). Starting materials: C(=O)(C(F)(F)F)O (TFA), C(=O)(C(F)(F)F)O (TFA), C(C)(C)(C)OC(=O)N=C(N1CC2CN(CC2C1)C(C1=C(C=CC=C1N1N=CC=N1)F)=O)NC(OC(C)(C)C)=O (tert-butyl (((tert-butoxycarbonyl)imino)(5-(2-fluoro-6-(2H-1,2,3-triazol-2-yl)benzoyl)hexahydropyrrolo[3,4-c]pyrrol-2(1H)-yl)methyl)carbamate). Run in O1C=COC=C1 (dioxin). RXN SMILES: C(OC([N:8]=[C:9]([NH:32]C(=O)OC(C)(C)C)[N:10]1[CH2:17][CH:16]2[CH:12]([CH2:13][N:14]([C:18](=[O:31])[C:19]3[C:24]([N:25]4[N:29]=[CH:28][CH:27]=[N:26]4)=[CH:23][CH:22]=[CH:21][C:20]=3[F:30])[CH2:15]2)[CH2:11]1)=O)(C)(C)C.C(O)(C(F)(F)F)=O>O1C=COC=C1>[F:30][C:20]1[CH:21]=[CH:22][CH:23]=[C:24]([N:25]2[N:29]=[CH:28][CH:27]=[N:26]2)[C:19]=1[C:18]([N:14]1[CH2:15][CH:16]2[CH2:17][N:10]([C:9](=[NH:8])[NH2:32])[CH2:11][CH:12]2[CH2:13]1)=[O:31]. Conditions: time 8 hour. The reactants are Oc1ccc(Br)cc1, O=C([O-])[O-], CC(C)=O, Cc1cc(C)c(C)c(CCl)c1C, [K+], [K+]. Product: Cc1cc(C)c(C)c(COc2ccc(Br)cc2)c1C. As a reaction SMILES: [Br:1][c:2]1[cH:3][cH:4][c:5]([OH:8])[cH:6][cH:7]1.[C:21](=[O:22])([O-:23])[O-:24].[CH3:27][C:28](=[O:29])[CH3:30].[CH3:9][c:10]1[c:11]([CH2:12][Cl:13])[c:14]([CH3:20])[c:15]([CH3:19])[cH:16][c:17]1[CH3:18].[K+:25].[K+:26]>>[Br:1][c:2]1[cH:3][cH:4][c:5]([O:8][CH2:12][c:11]2[c:10]([CH3:9])[c:17]([CH3:18])[cH:16][c:15]([CH3:19])[c:14]2[CH3:20])[cH:6][cH:7]1.